Dataset: the Open Reaction Database (ORD), a public repository of structured organic reaction records. Task: describe an organic reaction: reactants, conditions, products, and yield Reactants: C(C)C=1C(=C(C=CC1NC(C(F)(F)F)=O)O)[N+](=O)[O-] (3-ethyl-2-nitro-4-trifluoroacetamidophenol), FC(C(=O)NC1=C(C=CC=C1)O)(F)F (trifluoroacetamidophenol). The reagents and catalysts are [Pd] (palladium-on-carbon). The solvent is CO (methanol). The product is NC1=C(C=CC(=C1CC)NC(C(F)(F)F)=O)O (2-Amino-3-ethyl-4-trifluoroacetamidophenol). Reaction SMILES: [CH2:1]([C:3]1[C:4]([N+:17]([O-])=O)=[C:5]([OH:16])[CH:6]=[CH:7][C:8]=1[NH:9][C:10](=[O:15])[C:11]([F:14])([F:13])[F:12])[CH3:2].FC(F)(F)C(NC1C=CC=CC=1O)=O>CO.[Pd]>[NH2:17][C:4]1[C:3]([CH2:1][CH3:2])=[C:8]([NH:9][C:10](=[O:15])[C:11]([F:12])([F:13])[F:14])[CH:7]=[CH:6][C:5]=1[OH:16]. Procedure: To a solution of 3-ethyl-2-nitro-4-trifluoroacetamidophenol (18.21 mmol) and 10% palladium-on-carbon (0.45 g) in methanol (100 mL) is shaken under an atmosphere of hydrogen (50 psi) for three hours. The mixture is filtered through Celite and concentrated under reduced pressure to yield 2-amino-3-ethyl. trifluoroacetamidophenol. Reactants: C(CO)O (ethylene glycol), ClCCCC(=O)C1=CC=CC=C1 (γ-chlorobutyrophenone), C1(=CC=CC=C1)C (toluene), C(CO)O (ethylene glycol). The reagents and catalysts are C1(=CC=C(C=C1)S(=O)(=O)O)C (p-toluenesulfonic acid). Reaction conditions: time 3 hour. Yields the product C1(=CC=CC=C1)C1(OCCO1)CCCCl (2-phenyl-2-(3'-chloropropyl)dioxolane). Yield: 121.2%. Reaction SMILES: [Cl:1][CH2:2][CH2:3][CH2:4][C:5]([C:7]1[CH:12]=[CH:11][CH:10]=[CH:9][CH:8]=1)=[O:6].C1(C)C=CC=CC=1.[CH2:20](O)[CH2:21][OH:22]>C1(C)C=CC(S(O)(=O)=O)=CC=1>[C:7]1([C:5]2([CH2:4][CH2:3][CH2:2][Cl:1])[O:22][CH2:21][CH2:20][O:6]2)[CH:12]=[CH:11][CH:10]=[CH:9][CH:8]=1. Procedure: A mixture of 36.5 g (0.2 mole) of γ-chlorobutyrophenone, 14 g of ethylene glycol (0.25 mole), 125 ml of toluene, and 0.1 g of p-toluenesulfonic acid is refluxed under a Dean-Stark trap for 1 hr. An additional 4 g of ethylene glycol is added and reflux continued for 3 hrs more. After cooling, the reaction mixture is washed with 5% sodium bicarbonate solution, dried with anhydrous magnesium sulfate, and concentrated. Upon standing at -10° C. overnight, the mixture partially crystallizes. The cryst... Reactants: [Br-], CC[Mg+], COc1ccc2c(c1[N+](=O)[O-])CCCC2=O, [Cl-], ClCCl, CN(C)S(=O)(=O)n1cnc(I)c1, [NH4+]. Product: COc1ccc2c(c1[N+](=O)[O-])CCCC2(O)c1cn(S(=O)(=O)N(C)C)cn1. RXN SMILES: [Br-:13].[CH2:14]([Mg+:15])[CH3:16].[CH3:17][O:18][c:19]1[c:20]([N+:30](=[O:31])[O-:32])[c:21]2[c:26]([cH:27][cH:28]1)[C:25](=[O:29])[CH2:24][CH2:23][CH2:22]2.[Cl-:33].[Cl:35][CH2:36][Cl:37].[I:1][c:2]1[n:3][cH:4][n:5]([S:7](=[O:8])(=[O:9])[N:10]([CH3:11])[CH3:12])[cH:6]1.[NH4+:34]>>[c:2]1([C:25]2([OH:29])[CH2:24][CH2:23][CH2:22][c:21]3[c:20]([N+:30](=[O:31])[O-:32])[c:19]([O:18][CH3:17])[cH:28][cH:27][c:26]32)[n:3][cH:4][n:5]([S:7](=[O:8])(=[O:9])[N:10]([CH3:11])[CH3:12])[cH:6]1. The reactants are CC(C)(C)OC(=O)CN(CC(=O)OC(C)(C)C)S(=O)(=O)c1ccc(N2CCC(=O)CC2)cc1, CC(=O)O[BH-](OC(C)=O)OC(C)=O, CC(=O)O, CN(C)C=O, CS(=O)(=O)Nc1cc(C(O)CN)ccc1O, [Na+]. Product: CC(C)(C)OC(=O)CN(CC(=O)OC(C)(C)C)S(=O)(=O)c1ccc(N2CCC(NCC(O)c3ccc(O)c(NS(C)(=O)=O)c3)CC2)cc1. RXN SMILES: [C:21]([CH3:22])([CH3:23])([CH3:24])[O:25][C:26]([CH2:27][N:28]([CH2:29][C:30](=[O:31])[O:32][C:33]([CH3:34])([CH3:35])[CH3:36])[S:37](=[O:38])(=[O:39])[c:40]1[cH:41][cH:42][c:43]([N:46]2[CH2:47][CH2:48][C:49](=[O:52])[CH2:50][CH2:51]2)[cH:44][cH:45]1)=[O:53].[C:54]([O:55][BH-:56]([O:57][C:58](=[O:59])[CH3:60])[O:61][C:62](=[O:63])[CH3:64])(=[O:65])[CH3:66].[CH3:1][C:2](=[O:3])[OH:4].[CH3:68][N:69]([CH3:70])[CH:71]=[O:72].[NH2:5][CH2:6][CH:7]([OH:8])[c:9]1[cH:10][cH:11][c:12]([OH:20])[c:13]([NH:15][S:16](=[O:17])(=[O:18])[CH3:19])[cH:14]1.[Na+:67]>>[NH:5]([CH2:6][CH:7]([OH:8])[c:9]1[cH:10][cH:11][c:12]([OH:20])[c:13]([NH:15][S:16](=[O:17])(=[O:18])[CH3:19])[cH:14]1)[CH:49]1[CH2:48][CH2:47][N:46]([c:43]2[cH:42][cH:41][c:40]([S:37]([N:28]([CH2:27][C:26]([O:25][C:21]([CH3:22])([CH3:23])[CH3:24])=[O:53])[CH2:29][C:30](=[O:31])[O:32][C:33]([CH3:34])([CH3:35])[CH3:36])(=[O:38])=[O:39])[cH:45][cH:44]2)[CH2:51][CH2:50]1. The reactants are CO, CN(C=O)Cc1ccc([N+](=O)[O-])c(C(=O)O)c1, [H][H], [Na+], [OH-]. Yields the product CN(C=O)Cc1ccc(N)c(C(=O)O)c1. As a reaction SMILES: [CH3:22][OH:23].[CH:1](=[O:2])[N:3]([CH3:4])[CH2:5][c:6]1[cH:7][cH:8][c:9]([N+:15]([O-:16])=[O:17])[c:10]([C:11](=[O:12])[OH:13])[cH:14]1.[H:20][H:21].[Na+:19].[OH-:18]>>[CH:1](=[O:2])[N:3]([CH3:4])[CH2:5][c:6]1[cH:7][cH:8][c:9]([NH2:15])[c:10]([C:11](=[O:12])[OH:13])[cH:14]1. Starting materials: C(C)(=O)OC(C)=O (Acetic anhydride), N[C@H](CO)C(=O)O (D-serine). Solvent: C(C)(=O)O (acetic acid), C(C)(=O)O (acetic acid). Run at temperature 30 celsius. The product is C(C)(=O)N[C@@H](C(=O)O)CO ((R)-2-acetamido-3-hydroxypropanoic acid). RXN SMILES: [C:1](OC(=O)C)(=[O:3])[CH3:2].[NH2:8][C@@H:9]([C:12]([OH:14])=[O:13])[CH2:10][OH:11]>C(O)(=O)C>[C:1]([NH:8][C@H:9]([CH2:10][OH:11])[C:12]([OH:14])=[O:13])(=[O:3])[CH3:2]. Procedure details: Acetic anhydride (10.79 ml) was added to a suspension of D-serine (10 grams) in acetic acid (150 ml) and stirred at 25-35° C. After completion of the reaction, acetic acid was removed by distillation followed by co-distillation with tetrahydrofuran. Isopropyl alcohol (30 ml) and methyltertiarybutylether (60 ml) was added to the obtained residue and stirred for 30 minutes. The obtained solid was filtered off and then solvent from the filtrate was distilled off completely under reduced pressure to... Starting materials: O (water), FC1=C(C=CC=C1)[N+](=O)[O-] (2-Fluoronitrobenzene), ClC1=CC=C(C=C1)O (4-chlorophenol), C([O-])([O-])=O.[K+].[K+] (potassium carbonate). The solvent is CN(C=O)C (dimethylformamide). Run at temperature 80 celsius, time 8 hour. The product is ClC1=CC=C(OC2=C(C=CC=C2)[N+](=O)[O-])C=C1 (2-(4-Chlorophenoxy)nitrobenzene). The yield is 87.1%. Reaction SMILES: F[C:2]1[CH:7]=[CH:6][CH:5]=[CH:4][C:3]=1[N+:8]([O-:10])=[O:9].[Cl:11][C:12]1[CH:17]=[CH:16][C:15]([OH:18])=[CH:14][CH:13]=1.C(=O)([O-])[O-].[K+].[K+].O>CN(C)C=O>[Cl:11][C:12]1[CH:17]=[CH:16][C:15]([O:18][C:2]2[CH:7]=[CH:6][CH:5]=[CH:4][C:3]=2[N+:8]([O-:10])=[O:9])=[CH:14][CH:13]=1 |f:2.3.4|. Procedure: 2-Fluoronitrobenzene (1.5 g) and 4-chlorophenol (1.3 g) were dissolved in dimethylformamide (20 ml) and potassium carbonate (1.4 g) was added thereto. The mixture was stirred overnight at 80° C. After the mixture was cooled, water (100 ml) was added thereto and the mixture was extracted with ethyl acetate (50 ml×2). The mixture was washed with water and saturated brine and dried over anhydrous sodium sulfate. The solvent was removed under reduced pressure and the residue was re-crystallized from... Starting materials: CCCCOCCOc1ccc(-c2ccc3c(c2)C=C(C(=O)OC)CCN3c2cccc(OC)c2)cc1, C1CCOC1, CO, [Na+], [OH-]. Yields the product CCCCOCCOc1ccc(-c2ccc3c(c2)C=C(C(=O)O)CCN3c2cccc(OC)c2)cc1. As a reaction SMILES: [CH2:1]([CH2:2][CH2:3][CH3:4])[O:5][CH2:6][CH2:7][O:8][c:9]1[cH:10][cH:11][c:12](-[c:15]2[cH:16][cH:17][c:18]3[c:19]([cH:37]2)[CH:20]=[C:21]([C:33](=[O:34])[O:35][CH3:36])[CH2:22][CH2:23][N:24]3[c:25]2[cH:26][c:27]([O:31][CH3:32])[cH:28][cH:29][cH:30]2)[cH:13][cH:14]1.[CH2:42]1[O:43][CH2:44][CH2:45][CH2:46]1.[CH3:40][OH:41].[Na+:39].[OH-:38]>>[CH2:1]([CH2:2][CH2:3][CH3:4])[O:5][CH2:6][CH2:7][O:8][c:9]1[cH:10][cH:11][c:12](-[c:15]2[cH:16][cH:17][c:18]3[c:19]([cH:37]2)[CH:20]=[C:21]([C:33](=[O:34])[OH:35])[CH2:22][CH2:23][N:24]3[c:25]2[cH:26][c:27]([O:31][CH3:32])[cH:28][cH:29][cH:30]2)[cH:13][cH:14]1. The reactants are O (H2O), C(C)(C)(C)C1=C(C(C=O)=CC(=C1)C(C)(C)C)O (3,5-Di-t-butylsalicylaldehyde), C(C)(C)(C)C1=C(C=CC(=C1)C(C)(C)C)O (2,4-di-t-butylphenol), solution, N[C@@H]1[C@H](CCCC1)N ((S,S)-1,2-diaminocyclohexane). Run in C(C)O (ethanol). Product: C1=C/C(=C/NCCN/C=C/2\C(=O)C=CC=C2)/C(=O)C=C1 (salen ligand). Reaction SMILES: C([C:5]1[CH:12]=[C:11](C(C)(C)C)[CH:10]=[C:7]([CH:8]=O)[C:6]=1[OH:17])(C)(C)C.[C:18]([C:22]1[CH:27]=[C:26](C(C)(C)C)[CH:25]=[CH:24][C:23]=1[OH:32])(C)(C)C.[NH2:33][C@H:34]1CCCC[C@@H:35]1[NH2:40].O>C(O)C>[CH:11]1[CH:12]=[CH:5][C:6](=[O:17])/[C:7](=[CH:8]\[NH:33][CH2:34][CH2:35][NH:40]/[CH:18]=[C:22]2\[C:23]([CH:24]=[CH:25][CH:26]=[CH:27]\2)=[O:32])/[CH:10]=1. Reported procedure: 3,5-Di-t-butylsalicylaldehyde (2.0 equivalents) (prepared from the inexpensive, commercially available 2,4-di-t-butylphenol according to Larrow, J. F.; Jacobsen, E. N.; Gao, Y.; Hong, Y.; Nie, X.; Zepp, C. M. J. Org Chem 1994, 59, 1939) was added as a solid to a 0.2 M solution of (S,S)-1,2-diaminocyclohexane (1.0 equivalent) (Aldrich Chemical Co., Milwaukee, Wis.) in absolute ethanol. The mixture was heated to reflux for 1 hr. and then H2O was added dropwise to the cooled bright yellow solution....